Dataset: the Open Reaction Database (ORD), a public repository of structured organic reaction records. Task: describe an organic reaction: reactants, conditions, products, and yield Reactants: O1CCCC1 (tetrahydrofuran), S(C#N)CCCCCCOC1=C(C=C(C(=C1)SCC(F)(F)F)C)C (6-thiocyanatohexyl-[2,4-dimethyl-5-(2,2,2-trifluoroethylthio)phenyl]ether), FC(F)(F)[Si](C)(C)C (trifluoromethyltrimethylsilane), O1CCCC1 (tetrahydrofuran), [F-].C(CCC)[N+](CCCC)(CCCC)CCCC (tetra-n-butylammonium fluoride). Solvent: C(C)(=O)OCC (ethyl acetate), CCCCCC (n-hexane). Reaction conditions: temperature 0 celsius, time 4 hour. Yields the product FC(SCCCCCCOC1=C(C=C(C(=C1)SCC(F)(F)F)C)C)(F)F (6-trifluoromethylthiohexyl-[2,4-dimethyl-5-(2,2,2-trifluoroethylthio)phenyl]ether). Isolated yield 89.1%. Reaction SMILES: O1CCCC1.[S:6]([CH2:9][CH2:10][CH2:11][CH2:12][CH2:13][CH2:14][O:15][C:16]1[CH:21]=[C:20]([S:22][CH2:23][C:24]([F:27])([F:26])[F:25])[C:19]([CH3:28])=[CH:18][C:17]=1[CH3:29])C#N.[F:30][C:31]([Si](C)(C)C)([F:33])[F:32].[F-].C([N+](CCCC)(CCCC)CCCC)CCC>C(OCC)(=O)C.CCCCCC>[F:30][C:31]([F:33])([F:32])[S:6][CH2:9][CH2:10][CH2:11][CH2:12][CH2:13][CH2:14][O:15][C:16]1[CH:21]=[C:20]([S:22][CH2:23][C:24]([F:27])([F:25])[F:26])[C:19]([CH3:28])=[CH:18][C:17]=1[CH3:29] |f:3.4|. Procedure details: To 100 ml of tetrahydrofuran were added 1.37 g (3.63 mmol) of 6-thiocyanatohexyl-[2,4-dimethyl-5-(2,2,2-trifluoroethylthio)phenyl]ether and 1.29 g (9.07 mmol) of trifluoromethyltrimethylsilane. Thereto was added 0.4 ml (0.4 mmol) of tetrahydrofuran solution of tetra-n-butylammonium fluoride (1 mol/liter) at 0° C., and the mixture was stirred for 4 hours at 0° C. Then, the solvent was distilled off under reduced pressure, and the residue was purified by silica gel column chromatography (developin... Reactants: O=CO, COc1cc2c(cc1OC)C1CN(C)CCC1N=C2c1ccc(N)cc1. The product is COc1cc2c(cc1OC)C1CN(C)CCC1N=C2c1ccc(NC=O)cc1. As a reaction SMILES: [CH:27](=[O:28])[OH:29].[NH2:1][c:2]1[cH:3][cH:4][c:5]([C:8]2=[N:9][CH:10]3[CH2:11][CH2:12][N:13]([CH3:26])[CH2:14][CH:15]3[c:16]3[c:17]2[cH:18][c:19]([O:24][CH3:25])[c:20]([O:22][CH3:23])[cH:21]3)[cH:6][cH:7]1>>[NH:1]([c:2]1[cH:3][cH:4][c:5]([C:8]2=[N:9][CH:10]3[CH2:11][CH2:12][N:13]([CH3:26])[CH2:14][CH:15]3[c:16]3[c:17]2[cH:18][c:19]([O:24][CH3:25])[c:20]([O:22][CH3:23])[cH:21]3)[cH:6][cH:7]1)[CH:27]=[O:28].